This data is from the Open Reaction Database (ORD), a public repository of structured organic reaction records. The task is: describe an organic reaction: reactants, conditions, products, and yield Reactants: CCCNC(=O)CC(C(=O)O)C(O)c1ccc2c(c1)c(Cc1ccc(C(=O)OC)cc1OC)cn2CCC, CN(C)C(OC(C)(C)C)OC(C)(C)C, ClCCl. Yields the product CCCNC(=O)CC=Cc1ccc2c(c1)c(Cc1ccc(C(=O)OC)cc1OC)cn2CCC. RXN SMILES: [C:1]([OH:3])([CH:4]([CH:5]([OH:2])[c:7]1[cH:8][c:9]2[c:10]([CH2:19][c:20]3[c:21]([O:30][CH3:31])[cH:22][c:23]([C:24](=[O:25])[O:26][CH3:27])[cH:28][cH:29]3)[cH:11][n:12]([CH2:16][CH2:17][CH3:18])[c:13]2[cH:14][cH:15]1)[CH2:32][C:33]([NH:34][CH2:35][CH2:36][CH3:37])=[O:38])=[O:6].[C:39]([O:40][CH:41]([O:42][C:43]([CH3:44])([CH3:45])[CH3:46])[N:47]([CH3:48])[CH3:49])([CH3:50])([CH3:51])[CH3:52].[CH2:53]([Cl:54])[Cl:55]>>[CH:4](=[CH:5][c:7]1[cH:8][c:9]2[c:10]([CH2:19][c:20]3[c:21]([O:30][CH3:31])[cH:22][c:23]([C:24](=[O:25])[O:26][CH3:27])[cH:28][cH:29]3)[cH:11][n:12]([CH2:16][CH2:17][CH3:18])[c:13]2[cH:14][cH:15]1)[CH2:32][C:33]([NH:34][CH2:35][CH2:36][CH3:37])=[O:38]. Starting materials: CCOCC (ether), [H-].[Al+3].[Li+].[H-].[H-].[H-] (lithium aluminium hydride), CCOCC (ether), FC(C=1SC=C(N1)C(=O)OCC)(F)F (ethyl 2-trifluoromethyl-4-thiazole carboxylate). Run in O (water), C(C)(=O)OCC (ethyl acetate), O (water). Run at time 3 hour. Yields the product FC(C=1SC=C(N1)CO)(F)F (2-trifluoromethyl-4-hydroxymethylthiazole). Isolated yield 67.6%. As a reaction SMILES: CCOCC.[H-].[Al+3].[Li+].[H-].[H-].[H-].[F:12][C:13]([F:25])([F:24])[C:14]1[S:15][CH:16]=[C:17]([C:19](OCC)=[O:20])[N:18]=1>O.C(OCC)(=O)C>[F:25][C:13]([F:12])([F:24])[C:14]1[S:15][CH:16]=[C:17]([CH2:19][OH:20])[N:18]=1 |f:1.2.3.4.5.6|. Procedure details: To anhydrous ether (40 ml) was added lithium aluminium hydride (0.33 g). To this mixture was added dropwise an anhydrous ether (20 ml) solution of ethyl 2-trifluoromethyl-4-thiazole carboxylate (2 g). The mixture was stirred for 3 hours at room temperature. To the reaction mixture was added dropwise water (20 ml) under cooling with ice to decompose excess amount of the reducing agent. To the resultant reaction mixture were added ethyl acetate (50 ml) and water (25 ml), which was subjected to ext... The reactants are 5-X-, OC12CC3C(C(CC(C1)C3)C2)=O (5-hydroxyadamantan-2-one), I (hydriodic acid), 5-X1 -adamantane-2-ones, trialkylsilyloxy. The product is IC12CC3C(C(CC(C1)C3)C2)=O (5-iodoadamantan-2-one). RXN SMILES: O[C:2]12[CH2:11][CH:6]3[CH2:7][CH:8]([CH2:10][CH:4]([C:5]3=[O:12])[CH2:3]1)[CH2:9]2.[IH:13]>>[I:13][C:2]12[CH2:11][CH:6]3[CH2:7][CH:8]([CH2:10][CH:4]([C:5]3=[O:12])[CH2:3]1)[CH2:9]2. Procedure details: Simple unit processes allow the conversion of several of the abovementioned X or X1 substituents, or others known in the art, to 5-X- or 5-X1 -adamantane-2-ones where X or X1 may be trialkylsilyloxy, iodo or cyano groups. These moieties are stable under the mild conditions used in step 4 of the foregoing reaction sequence. For example, when 5-hydroxyadamantan-2-one is refluxed for 7 hours with 57% hydriodic acid, 5-iodoadamantan-2-one (m.p. 73°-76° C.) is obtained. 5-Carboxyadamantan-2-one, prep... Reactants: C(C)(=O)O (acetic acid), NC(C(=O)O)C=1C=CC2=C(CCO2)C1 (α-Amino(2,3-dihydro-5-benzofuranyl)acetic acid), C(C)(=O)O (acetic acid), N(=O)[O-].[Na+] (sodium nitrite). The solvent is O (water), O (water). Run at temperature 65 celsius, time 4 hour. Yields the product OC(C(=O)O)C=1C=CC2=C(CCO2)C1 (α-Hydroxy(2,3-dihydro-5-benzofuranyl)acetic acid). Isolated yield 65.0%. As a reaction SMILES: N[CH:2]([C:6]1[CH:7]=[CH:8][C:9]2[O:13][CH2:12][CH2:11][C:10]=2[CH:14]=1)[C:3]([OH:5])=[O:4].C(O)(=[O:17])C.N([O-])=O.[Na+]>O>[OH:17][CH:2]([C:6]1[CH:7]=[CH:8][C:9]2[O:13][CH2:12][CH2:11][C:10]=2[CH:14]=1)[C:3]([OH:5])=[O:4] |f:2.3|. Procedure: α-Amino(2,3-dihydro-5-benzofuranyl)acetic acid (200 mg, 1.04 mmole) is dissolved in 250 mg (4.14 mmole) of glacial acetic acid and 145 mg (2.08 mmole) of sodium nitrite in about 5 ml of water is added dropwise. An additional 1 ml of glacial acetic acid is added and the mixture is heated to 65° C. and held at 65° C. for 4 hours. After cooling the reaction mixture is diluted with water and extracted with ethyl acetate for several hours. The ethyl acetate is dried over magnesium sulfate, filtered a... The reactants are C(C)(=O)C=1C=C(C=CC1OC)CC(C(=O)OCC)CC (ethyl 3-(3-acetyl-4-methoxyphenyl)-2-ethylpropanoate), [H-].[Na+] (sodium hydride), C(OCC)(OCC)=O (diethyl carbonate), Cl (hydrochloric acid). Run in C(C)O (ethanol), C(C)OCC (diethyl ether), C(C)OCC (diethyl ether), C(C)(=O)OCC (ethyl acetate). Product: C(C)OC(=O)CC(=O)C=1C=C(C=CC1OC)CC(C(=O)OCC)CC (Ethyl 3-[3-(2-ethoxycarbonylacetyl)-4-methoxyphenyl]-2-ethylpropanoate). The yield is 58.2%. RXN SMILES: [H-].[Na+].[C:3](=O)([O:7]CC)[O:4][CH2:5][CH3:6].[C:11]([C:14]1[CH:15]=[C:16]([CH2:22][CH:23]([CH2:29][CH3:30])[C:24]([O:26][CH2:27][CH3:28])=[O:25])[CH:17]=[CH:18][C:19]=1[O:20][CH3:21])(=[O:13])[CH3:12].Cl>C(OCC)(=O)C.C(O)C.C(OCC)C>[CH2:5]([O:4][C:3]([CH2:12][C:11]([C:14]1[CH:15]=[C:16]([CH2:22][CH:23]([CH2:29][CH3:30])[C:24]([O:26][CH2:27][CH3:28])=[O:25])[CH:17]=[CH:18][C:19]=1[O:20][CH3:21])=[O:13])=[O:7])[CH3:6] |f:0.1|. Procedure details: To anhydrous diethyl ether (20 mL), sodium hydride (60% oil dispersion, 1.27 g, 52.9 mmol) was added under stirring and cooling with ice. Successively, after diethyl carbonate (2.25 g, 19.0 mmol) was added, the mixture was stirred for 30 minutes at room temperature. Following this, a mixture of ethyl 3-(3-acetyl-4-methoxyphenyl)-2-ethylpropanoate (3.53 g, 12.7 mmol), anhydrous diethyl ether (10 mL) and absolute ethanol (0.24 mL) was added dropwise over 20 minutes, and then the mixture was reflux... Starting materials: BrC1=CC2=C(NC(N2)=O)C=C1 (5-bromo-1H-benzo[d]imidazol-2(3H)-one), C1N(CCC2=CC=CC=C12)CC(COC1=CC(=CC=C1)B1OC(C(O1)(C)C)(C)C)O (1-(3,4-dihydroisoquinolin-2(1H)-yl)-3-(3-(4,4,5,5-tetramethyl-1,3,2-dioxaborolan-2-yl)phenoxy)propan-2-ol), C(=O)([O-])[O-].[K+].[K+] (K2CO3). The reagents and catalysts are C1=CC=C(C=C1)P([C-]2C=CC=C2)C3=CC=CC=C3.C1=CC=C(C=C1)P([C-]2C=CC=C2)C3=CC=CC=C3.Cl[Pd]Cl.[Fe+2] (Pd(dppf)Cl2). The solvent is O.O1CCOCC1 (H2O dioxane). Reaction conditions: temperature 100 celsius. Yields the product C1N(CCC2=CC=CC=C12)CC(COC=1C=C(C=CC1)C1=CC2=C(NC(N2)=O)C=C1)O (5-(3-(3-(3,4-dihydroisoquinolin-2(1H)-yl)-2-hydroxypropoxy)phenyl)-1H-benzo[d]imidazol-2(3H)-one). Yield: 72.9%. As a reaction SMILES: Br[C:2]1[CH:11]=[CH:10][C:5]2[NH:6][C:7](=[O:9])[NH:8][C:4]=2[CH:3]=1.[CH2:12]1[C:21]2[C:16](=[CH:17][CH:18]=[CH:19][CH:20]=2)[CH2:15][CH2:14][N:13]1[CH2:22][CH:23]([OH:41])[CH2:24][O:25][C:26]1[CH:31]=[CH:30][CH:29]=[C:28](B2OC(C)(C)C(C)(C)O2)[CH:27]=1.C([O-])([O-])=O.[K+].[K+]>O.O1CCOCC1.C1C=CC(P(C2C=CC=CC=2)[C-]2C=CC=C2)=CC=1.C1C=CC(P(C2C=CC=CC=2)[C-]2C=CC=C2)=CC=1.Cl[Pd]Cl.[Fe+2]>[CH2:12]1[C:21]2[C:16](=[CH:17][CH:18]=[CH:19][CH:20]=2)[CH2:15][CH2:14][N:13]1[CH2:22][CH:23]([OH:41])[CH2:24][O:25][C:26]1[CH:27]=[C:28]([C:2]2[CH:11]=[CH:10][C:5]3[NH:6][C:7](=[O:9])[NH:8][C:4]=3[CH:3]=2)[CH:29]=[CH:30][CH:31]=1 |f:2.3.4,5.6,7.8.9.10|. Procedure details: A mixture of 5-bromo-1H-benzo[d]imidazol-2(3H)-one (200 mg, 0.489 mmol), 1-(3,4-dihydroisoquinolin-2(1H)-yl)-3-(3-(4,4,5,5-tetramethyl-1,3,2-dioxaborolan-2-yl)phenoxy)propan-2-ol (100 mg), Pd(dppf)Cl2 (36 mg, 0.049 mmol), K2CO3 (202 mg, 1.47 mmol) in H2O-dioxane (1 mL/3 mL) was stirred and heated in am microwave reactor to 100° C. for 15 min. Once cooled, the solvent was removed by concentration and the crude product purified by HPLC separation to give the title compound (74 mg, 36.5%). 1HNMR (C...